Dataset: the Open Reaction Database (ORD), a public repository of structured organic reaction records. Task: describe an organic reaction: reactants, conditions, products, and yield Reactants: OCC1OC(OC1)=O (glycerol carbonate), C(=O)=O (CO2), three, FC(C(=O)C(F)(F)F)(F)F (Hexafluoroacetone), OCC1OC(OC1)=O (glycerol carbonate). Solvent: O (water). Run at temperature 118 celsius, time 40 hour. The product is FC(C1(OCC(O1)CO)C(F)(F)F)(F)F (2,2-bis(trifluoromethyl)-4-hydroxymethyl-1,3-dioxolane). Reaction SMILES: [OH:1][CH2:2][CH:3]1[CH2:7]OC(=O)[O:4]1.[F:9][C:10]([F:18])([F:17])[C:11]([C:13]([F:16])([F:15])[F:14])=[O:12].C(=O)=O>O>[F:9][C:10]([F:18])([F:17])[C:11]1([C:13]([F:16])([F:15])[F:14])[O:4][CH:3]([CH2:2][OH:1])[CH2:7][O:12]1. Procedure: 118 Grams glycerol carbonate (1 mole) is placed in a 500 ml three neck flask, fitted with a thermometer, magnetic stirrer, gas-inlet tube, and a condenser cooled with a dry ice-isopropyl alcohol bath. Hexafluoroacetone gas is added to the vigorously stirred glycerol carbonate at 27° to 60° C. until 142 grams (0.85 moles) has been absorbed. The dry ice condenser is now replaced by a water condenser which is connected to a dry ice trap so that hexafluoroacetone which escapes during reaction may be... Starting materials: NC1=CC=C(C(=O)OC(C)(C)C)C=C1 (tert.-butyl 4-amino-benzoate), O=C1C[C@H](CO1)NC(OCC1=CC=CC=C1)=O (benzyl(R)-(5-oxo-tetrahydrofuran-3-yl)-carbamate), C[Al](C)C (trimethylaluminium). Run in ClCCl (dichloromethane). Yields the product C(C1=CC=CC=C1)OC(=O)N[C@H](CC(=O)NC1=CC(=C(C(=O)OC(C)(C)C)C=C1)C)CO (tert.-butyl(R)-4-(3-benzyloxycarbonylamino-4-hydroxy-butyrylamino)-2-methyl-benzoate). As a reaction SMILES: [NH2:1][C:2]1[CH:14]=[CH:13][C:5]([C:6]([O:8][C:9]([CH3:12])([CH3:11])[CH3:10])=[O:7])=[CH:4][CH:3]=1.[O:15]=[C:16]1[O:20][CH2:19][C@H:18]([NH:21][C:22](=[O:31])[O:23][CH2:24][C:25]2[CH:30]=[CH:29][CH:28]=[CH:27][CH:26]=2)[CH2:17]1.[CH3:32][Al](C)C>ClCCl>[CH2:24]([O:23][C:22]([NH:21][C@@H:18]([CH2:19][OH:20])[CH2:17][C:16]([NH:1][C:2]1[CH:14]=[CH:13][C:5]([C:6]([O:8][C:9]([CH3:10])([CH3:11])[CH3:12])=[O:7])=[C:4]([CH3:32])[CH:3]=1)=[O:15])=[O:31])[C:25]1[CH:30]=[CH:29][CH:28]=[CH:27][CH:26]=1. Procedure: This is prepared analogously to Example 93d from tert.-butyl 4-amino-benzoate and benzyl(R)-(5-oxo-tetrahydrofuran-3-yl)-carbamate by reaction with trimethylaluminium in dichloromethane. Procedure details: To a mixture of ethyl P-methyl-2-nitro-5-chlorophenylphosphinate (20.0 mmol) and thiophenol (40.0 mmol) in 20 ml of ethanol is added sodium hydroxide (60.0 mmol) in 1 ml of water. The mixture is heated under reflux for 24 hours. The reaction mixture is poured into water, acidified with dilute HCl and extracted with methylene chloride (2×). The combined extracts are washed with brine, dried and evaporated to dryness. The resulting oily residue is treated with diazomethane in methanol, concentrate... Reaction SMILES: [CH3:1][P:2]([C:7]1[CH:12]=[C:11](Cl)[CH:10]=[CH:9][C:8]=1[N+:14]([O-:16])=[O:15])(=[O:6])[O:3][CH2:4]C.[C:17]1([SH:23])[CH:22]=[CH:21][CH:20]=[CH:19][CH:18]=1.[OH-].[Na+].Cl>C(O)C.O>[CH3:1][P:2]([C:7]1[CH:12]=[C:11]([S:23][C:17]2[CH:22]=[CH:21][CH:20]=[CH:19][CH:18]=2)[CH:10]=[CH:9][C:8]=1[N+:14]([O-:16])=[O:15])(=[O:6])[O:3][CH3:4] |f:2.3|. Reactants: [OH-].[Na+] (sodium hydroxide), Cl (HCl), CP(OCC)(=O)C1=C(C=CC(=C1)Cl)[N+](=O)[O-] (ethyl P-methyl-2-nitro-5-chlorophenylphosphinate), C1(=CC=CC=C1)S (thiophenol). Run in O (water), O (water), C(C)O (ethanol). Yields the product CP(OC)(=O)C1=C(C=CC(=C1)SC1=CC=CC=C1)[N+](=O)[O-] (methyl P-methyl-2-nitro-5-phenylthiophenylphosphinate). Reactants: OC=1C(=C2CCC(OC2=C(C1C)C)(C(=O)NCC(=O)OC)C)C (methyl 2-(6-hydroxy-2,5,7,8-tetramethylchroman-2-carboxamido)acetate), O=[N+]([O-])[O-].[O-][N+]([O-])=O.[O-][N+]([O-])=O.[O-][N+]([O-])=O.[O-][N+]([O-])=O.[O-][N+]([O-])=O.[Ce+4].[NH4+].[NH4+] (CAN). Yields the product OC(C(=O)NCC(=O)OC)(CCC1=C(C(C(=C(C1=O)C)C)=O)C)C (methyl 2-(2-hydroxy-2-methyl-4-(2,4,5-trimethyl-3,6-dioxocyclohexa-1,4-dienyl)butanamido)acetate). Isolated yield 81.0%. RXN SMILES: [OH:1][C:2]1[C:3]([CH3:23])=[C:4]2[C:9](=[C:10]([CH3:13])[C:11]=1[CH3:12])[O:8][C:7]([CH3:22])([C:14]([NH:16][CH2:17][C:18]([O:20][CH3:21])=[O:19])=[O:15])[CH2:6][CH2:5]2.[O:24]=[N+]([O-])[O-].[O-][N+](=O)[O-].[O-][N+](=O)[O-].[O-][N+](=O)[O-].[O-][N+](=O)[O-].[O-][N+](=O)[O-].[Ce+4].[NH4+].[NH4+]>>[OH:24][C:7]([CH3:22])([CH2:6][CH2:5][C:4]1[C:9](=[O:8])[C:10]([CH3:13])=[C:11]([CH3:12])[C:2](=[O:1])[C:3]=1[CH3:23])[C:14]([NH:16][CH2:17][C:18]([O:20][CH3:21])=[O:19])=[O:15] |f:1.2.3.4.5.6.7.8.9|. Procedure: Oxidation as described in protocol B, using 110 mg (0.344 mmol) of methyl 2-(6-hydroxy-2,5,7,8-tetramethylchroman-2-carboxamido)acetate and 415 mg CAN (0.757 mmol) yielded 94.0 mg of methyl 2-(2-hydroxy-2-methyl-4-(2,4,5-trimethyl-3,6-dioxocyclohexa-1,4-dienyl)butanamido)acetate as a yellow powder. Reactants: COc1cc(OS(C)(=O)=O)ccc1-c1nc2ccc(C#N)cc2[nH]1, O, O=S(=O)(O)O. The product is COc1cc(OS(C)(=O)=O)ccc1-c1nc2ccc(C(N)=O)cc2[nH]1. RXN SMILES: [C:1](#[N:2])[c:3]1[cH:4][c:5]2[c:6]([n:7][c:8](-[c:10]3[c:11]([O:21][CH3:22])[cH:12][c:13]([O:16][S:17](=[O:18])(=[O:19])[CH3:20])[cH:14][cH:15]3)[nH:9]2)[cH:23][cH:24]1.[OH2:30].[S:25]([OH:26])(=[O:27])(=[O:28])[OH:29]>>[C:1]([NH2:2])([c:3]1[cH:4][c:5]2[c:6]([n:7][c:8](-[c:10]3[c:11]([O:21][CH3:22])[cH:12][c:13]([O:16][S:17](=[O:18])(=[O:19])[CH3:20])[cH:14][cH:15]3)[nH:9]2)[cH:23][cH:24]1)=[O:26].